From a dataset of the Open Reaction Database (ORD), a public repository of structured organic reaction records. describe an organic reaction: reactants, conditions, products, and yield RXN SMILES: Cl.[F:2][C:3]1[CH:8]=[CH:7][C:6]([NH:9][NH2:10])=[CH:5][CH:4]=1.Br[C:12]1[CH:17]=[CH:16][C:15]([C:18]2[CH:23]=[CH:22][CH:21]=[CH:20][CH:19]=2)=[CH:14][CH:13]=1.CC([O-])(C)C.[Na+].C(NC(C)C)(C)C>CC([O-])=O.CC([O-])=O.[Pd+2].C1C=CC(P(C2C(C3C(P(C4C=CC=CC=4)C4C=CC=CC=4)=CC=C4C=3C=CC=C4)=C3C(C=CC=C3)=CC=2)C2C=CC=CC=2)=CC=1>[F:2][C:3]1[CH:8]=[CH:7][C:6]([N:9]([C:21]2[CH:22]=[CH:23][C:18]([C:15]3[CH:16]=[CH:17][CH:12]=[CH:13][CH:14]=3)=[CH:19][CH:20]=2)[NH2:10])=[CH:5][CH:4]=1 |f:0.1,3.4,6.7.8|. Reactants: Cl.FC1=CC=C(C=C1)NN (4-Fluorophenylhydrazine hydrochloride), BrC1=CC=C(C=C1)C1=CC=CC=C1 (4-bromobiphenyl), CC(C)(C)[O-].[Na+] (NaOtBu), C(C)(C)NC(C)C (diisopropylamine). Product: FC1=CC=C(C=C1)N(N)C1=CC=C(C=C1)C1=CC=CC=C1 (N-(4-Fluorophenyl)-N-(4-phenylphenyl)hydrazine). Yield: 78.0%. Procedure: 4-Fluorophenylhydrazine hydrochloride (1-2 equiv., 0.6 mmol, 98 mg), 4-bromobiphenyl (1.0 equiv., 0.5 mmol, 117 mg), Pd(OAc)2 (0.05 equiv., 0.025 mmol, 6 mg), BINAP (0.05 equiv., 0.025 mmol, 16 mg), NaOtBu (1.4 equiv., 0.7 mmol, 67 mg) and diisopropylamine (2 mL) were added to an oven dried test tube which was capped with a septum and purged briefly with argon (−1 min.), and then heated to 50° C. under argon for 7 hours. The reaction was then cooled to room temperature, diluted with Et2O (2 mL),... The reagents and catalysts are CC(=O)[O-].CC(=O)[O-].[Pd+2] (Pd(OAc)2), C=1C=CC(=CC1)P(C=2C=CC=CC2)C3=CC=C4C=CC=CC4=C3C5=C6C=CC=CC6=CC=C5P(C=7C=CC=CC7)C=8C=CC=CC8 (BINAP). Conditions: temperature 50 celsius. Reactants: C(C1=CC=CC=C1)OC1=C2C=CN(C2=CC=C1)C (4-(Benzyloxy)-1-methyl-1H-indole), CC1(OI(C2=C1C=CC=C2)C(F)(F)F)C (3,3-dimethyl-1-(trifluoromethyl)-1,2-benziodoxole). Reagents/catalysts: C(C)(=O)[O-].[Cu+] (copper(I) acetate). Product: C(C1=CC=CC=C1)OC1=C2C=C(N(C2=CC=C1)C)C(F)(F)F (4-(benzyloxy)-1-methyl-2-(trifluoromethyl)-1H-indole). RXN SMILES: [CH2:1]([O:8][C:9]1[CH:17]=[CH:16][CH:15]=[C:14]2[C:10]=1[CH:11]=[CH:12][N:13]2[CH3:18])[C:2]1[CH:7]=[CH:6][CH:5]=[CH:4][CH:3]=1.CC1(C)C2C=CC=CC=2I([C:29]([F:32])([F:31])[F:30])O1>C([O-])(=O)C.[Cu+]>[CH2:1]([O:8][C:9]1[CH:17]=[CH:16][CH:15]=[C:14]2[C:10]=1[CH:11]=[C:12]([C:29]([F:32])([F:31])[F:30])[N:13]2[CH3:18])[C:2]1[CH:3]=[CH:4][CH:5]=[CH:6][CH:7]=1 |f:2.3|. Procedure: 4-(Benzyloxy)-1-methyl-1H-indole and 3,3-dimethyl-1-(trifluoromethyl)-1,2-benziodoxole were treated with copper(I) acetate to give 4-(benzyloxy)-1-methyl-2-(trifluoromethyl)-1H-indole. Debenzylation via transfer hydrogenation with ammonium formate afforded 1-methyl-2-(trifluoromethyl)-1H-indol-4-ol. Starting materials: CCOC(=O)C(Nc1ccc(C#N)cc1)c1cc(OCC)cc(O[Si](c2ccccc2)(c2ccccc2)C(C)(C)C)c1F, C1CCOC1, CCCC[N+](CCCC)(CCCC)CCCC, CCOC(C)=O, [F-]. Product: CCOC(=O)C(Nc1ccc(C#N)cc1)c1cc(OCC)cc(O)c1F. As a reaction SMILES: [CH2:1]([CH3:2])[O:3][C:4]([CH:5]([NH:6][c:7]1[cH:8][cH:9][c:10]([C:13]#[N:14])[cH:11][cH:12]1)[c:15]1[c:16]([F:42])[c:17]([O:24][Si:25]([C:26]([CH3:27])([CH3:28])[CH3:29])([c:30]2[cH:31][cH:32][cH:33][cH:34][cH:35]2)[c:36]2[cH:37][cH:38][cH:39][cH:40][cH:41]2)[cH:18][c:19]([O:21][CH2:22][CH3:23])[cH:20]1)=[O:43].[CH2:68]1[O:69][CH2:70][CH2:71][CH2:72]1.[CH3:45][CH2:46][CH2:47][CH2:48][N+:49]([CH2:50][CH2:51][CH2:52][CH3:53])([CH2:54][CH2:55][CH2:56][CH3:57])[CH2:58][CH2:59][CH2:60][CH3:61].[CH3:62][CH2:63][O:64][C:65]([CH3:66])=[O:67].[F-:44]>>[CH2:1]([CH3:2])[O:3][C:4]([CH:5]([NH:6][c:7]1[cH:8][cH:9][c:10]([C:13]#[N:14])[cH:11][cH:12]1)[c:15]1[c:16]([F:42])[c:17]([OH:24])[cH:18][c:19]([O:21][CH2:22][CH3:23])[cH:20]1)=[O:43]. Reactants: BrC\C=C\CBr ((E)-1,4-dibromo-2-butene), C(C=C)NC (N-allyl-methyl-amine), BrC1=CC=C(C=C1)C1=NC=CC2=CC(=CC=C12)O (1-(4-bromo-phenyl)-isoquinolin-6-ol), [H-].[Na+] (sodium hydride). Run in CN(C)C=O (DMF), CN(C)C=O (DMF). Conditions: temperature 0 celsius, time 40 minute. The product is C(C=C)N(C)C\C=C\COC=1C=C2C=CN=C(C2=CC1)C1=CC=C(C=C1)Br ((E)-allyl-[4-[1-(4-bromo-phenyl)-isoquinolin-6-yloxy]-but-2-enyl]-methyl-amine). RXN SMILES: [Br:1][C:2]1[CH:7]=[CH:6][C:5]([C:8]2[C:17]3[C:12](=[CH:13][C:14]([OH:18])=[CH:15][CH:16]=3)[CH:11]=[CH:10][N:9]=2)=[CH:4][CH:3]=1.[H-].[Na+].Br[CH2:22]/[CH:23]=[CH:24]/[CH2:25]Br.[CH2:27]([NH:30][CH3:31])[CH:28]=[CH2:29]>CN(C=O)C>[CH2:27]([N:30]([CH2:22]/[CH:23]=[CH:24]/[CH2:25][O:18][C:14]1[CH:13]=[C:12]2[C:17](=[CH:16][CH:15]=1)[C:8]([C:5]1[CH:6]=[CH:7][C:2]([Br:1])=[CH:3][CH:4]=1)=[N:9][CH:10]=[CH:11]2)[CH3:31])[CH:28]=[CH2:29] |f:1.2|. Procedure: A suspension of 0.5 g of 1-(4-bromo-phenyl)-isoquinolin-6-ol in 15 ml of DMF is cooled to 0° C. and treated with 0.15 g of ~55% sodium hydride. The mixture is stirred for 40 min., with a solution resulting. A solution of 0.39 g of (E)-1,4-dibromo-2-butene in 5 ml of DMF is added dropwise at -20° C. After stirring at -15° to -20° C. for 3 hrs. 0.8 ml of N-allyl-methyl-amine is added, the mixture is stirred overnight and warmed to room temperature. Subsequently, the reaction mixture is concentrate...